This data is from the Open Reaction Database (ORD), a public repository of structured organic reaction records. The task is: describe an organic reaction: reactants, conditions, products, and yield Starting materials: CCOC(C)=O, CN1CCCC1=O, O=C(Nc1ccccc1)Nc1ccc(Oc2cc(Cl)ncn2)cc1, Nc1cc(F)cc(F)c1, O. Product: O=C(Nc1ccccc1)Nc1ccc(Oc2cc(Nc3cc(F)cc(F)c3)ncn2)cc1. As a reaction SMILES: [CH3:34][CH2:35][O:36][C:37](=[O:38])[CH3:39].[CH3:41][N:42]1[CH2:43][CH2:44][CH2:45][C:46]1=[O:47].[Cl:1][c:2]1[cH:3][c:4]([O:8][c:9]2[cH:10][cH:11][c:12]([NH:15][C:16](=[O:17])[NH:18][c:19]3[cH:20][cH:21][cH:22][cH:23][cH:24]3)[cH:13][cH:14]2)[n:5][cH:6][n:7]1.[F:25][c:26]1[cH:27][c:28]([NH2:29])[cH:30][c:31]([F:33])[cH:32]1.[OH2:40]>>[c:2]1([NH:29][c:28]2[cH:27][c:26]([F:25])[cH:32][c:31]([F:33])[cH:30]2)[cH:3][c:4]([O:8][c:9]2[cH:10][cH:11][c:12]([NH:15][C:16](=[O:17])[NH:18][c:19]3[cH:20][cH:21][cH:22][cH:23][cH:24]3)[cH:13][cH:14]2)[n:5][cH:6][n:7]1.